This data is from the Open Reaction Database (ORD), a public repository of structured organic reaction records. The task is: describe an organic reaction: reactants, conditions, products, and yield The reactants are [H-].[H-].[H-].[H-].[Li+].[Al+3] (LAH), ClC1=CC=C(C=C1)C1=C(SC(=C1)F)COC1=C(C=C(C=C1F)CCC(=O)OCC)F (ethyl 3-(4-((3-(4-chlorophenyl)-5-fluorothiophen-2-yl)methoxy)-3,5-difluoro phenyl)propanoate). Product: ClC1=CC=C(C=C1)C1=C(SC(=C1)F)COC1=C(C=C(C=C1F)CCCO)F (3-(4-[[3-(4-chlorophenyl)-5-fluorothiophen-2-yl]methoxy]-3,5-difluorophenyl)propan-1-ol). Reaction SMILES: [H-].[H-].[H-].[H-].[Li+].[Al+3].[Cl:7][C:8]1[CH:13]=[CH:12][C:11]([C:14]2[CH:18]=[C:17]([F:19])[S:16][C:15]=2[CH2:20][O:21][C:22]2[C:27]([F:28])=[CH:26][C:25]([CH2:29][CH2:30][C:31](OCC)=[O:32])=[CH:24][C:23]=2[F:36])=[CH:10][CH:9]=1>>[Cl:7][C:8]1[CH:9]=[CH:10][C:11]([C:14]2[CH:18]=[C:17]([F:19])[S:16][C:15]=2[CH2:20][O:21][C:22]2[C:27]([F:28])=[CH:26][C:25]([CH2:29][CH2:30][CH2:31][OH:32])=[CH:24][C:23]=2[F:36])=[CH:12][CH:13]=1 |f:0.1.2.3.4.5|. Procedure: The title compound was prepared according to the procedure described in Example 223 by LAH reduction of ethyl 3-(4-((3-(4-chlorophenyl)-5-fluorothiophen-2-yl)methoxy)-3,5-difluoro phenyl)propanoate to give the desired product as off-white oil. 1H NMR (300 MHz, CD3OD) δ7.40-7.52 (m, 4H), 6.83 (d, J=9.6 Hz, 2H), 6.67 (s, 1H), 5.08 (s, 2H), 3.57 (t, J=6.6 Hz, 2H), 2.659 (t, J=7.5 Hz, 2H), 1.77-1.86 (m, 2H). Mass spectrum (ESI, m/z): Calcd. for: C20H16ClF3O2S, 225.0 (M-C9H9F2O2). found 224.9. Starting materials: ClC1=C(N=CN(C1=O)C=1C=C(C(=O)NCC(=O)N)C=CC1C)OCC1=C(C=C(C=C1)F)F (3-[5-chloro-4-[(2,4-difluorobenzyl)oxy]-6-oxopyrimidin-1(6H)-yl]-N-[1-(aminocarbonyl)methyl]-4-methylbenzamide), Cl.NCC(=O)N (glycineamide HCl). Yields the product ClC1=C(N=CN(C1=O)C=1C=C(C(=O)NC[C@H](C)O)C=CC1C)OCC1=C(C=C(C=C1)F)F (3-[5-chloro-4-[(2,4-difluorobenzyl)oxy]-6-oxopyrimidin-1(6H)-yl]-N-[(2S)-2-hydroxypropyl]-4-methylbenzamide). Reaction SMILES: [Cl:1][C:2]1[C:7](=[O:8])[N:6]([C:9]2[CH:10]=[C:11]([CH:19]=[CH:20][C:21]=2[CH3:22])[C:12]([NH:14][CH2:15][C:16](N)=[O:17])=[O:13])[CH:5]=[N:4][C:3]=1[O:23][CH2:24][C:25]1[CH:30]=[CH:29][C:28]([F:31])=[CH:27][C:26]=1[F:32].Cl.N[CH2:35]C(N)=O>>[Cl:1][C:2]1[C:7](=[O:8])[N:6]([C:9]2[CH:10]=[C:11]([CH:19]=[CH:20][C:21]=2[CH3:22])[C:12]([NH:14][CH2:15][C@@H:16]([OH:17])[CH3:35])=[O:13])[CH:5]=[N:4][C:3]=1[O:23][CH2:24][C:25]1[CH:30]=[CH:29][C:28]([F:31])=[CH:27][C:26]=1[F:32] |f:1.2|. Reported procedure: The title compound was prepared using a procedure similar to that used in Step 4 of the synthesis of 3-[5-chloro-4-[(2,4-difluorobenzyl)oxy]-6-oxopyrimidin-1(6H)-yl]-N-[1-(aminocarbonyl)methyl]-4-methylbenzamide by substituting (S)-(+)-1-amino-2-propanol for glycineamide HCl. 1H NMR (CD3OD/400 MHz) δ8.32 (s, 1H), 7.92 (m, 1H), 7.77 (s, 1H), 7.61 (q, 1H, J=8.0 Hz), 7.53 (d, 1H, J=8.0 Hz), 7.02 (m, 2H), 5.60 (m, 2H), 3.93 (m, 1H), 3.39 (m, 2H), 2.20 (s, 3H), 1.18 (d, 3H, J=6.4 Hz). ESHRMS m/z 464....